From a dataset of the Open Reaction Database (ORD), a public repository of structured organic reaction records. describe an organic reaction: reactants, conditions, products, and yield The reactants are FC1=C(C=CC(=C1)F)N1N=CN=C1C=1N=C2N(CCOC3=C2C=CC(=C3)C(=O)O)C1 (2-(1-(2,4-difluorophenyl)-1H-1,2,4-triazol-5-yl)-5,6-dihydrobenzo[f]imidazo[1,2-d][1,4]oxazepine-9-carboxylic acid), CN (methylamine). Solvent: C1CCOC1 (THF). Yields the product FC1=C(C=CC(=C1)F)N1N=CN=C1C=1N=C2N(CCOC3=C2C=CC(=C3)C(=O)NC)C1 (2-(1-(2,4-difluorophenyl)-1H-1,2,4-triazol-5-yl)-N-methyl-5,6-dihydrobenzo[f]imidazo[1,2-d][1,4]oxazepine-9-carboxamide). As a reaction SMILES: [F:1][C:2]1[CH:7]=[C:6]([F:8])[CH:5]=[CH:4][C:3]=1[N:9]1[C:13]([C:14]2[N:15]=[C:16]3[C:22]4[CH:23]=[CH:24][C:25]([C:27](O)=[O:28])=[CH:26][C:21]=4[O:20][CH2:19][CH2:18][N:17]3[CH:30]=2)=[N:12][CH:11]=[N:10]1.[CH3:31][NH2:32]>C1COCC1>[F:1][C:2]1[CH:7]=[C:6]([F:8])[CH:5]=[CH:4][C:3]=1[N:9]1[C:13]([C:14]2[N:15]=[C:16]3[C:22]4[CH:23]=[CH:24][C:25]([C:27]([NH:32][CH3:31])=[O:28])=[CH:26][C:21]=4[O:20][CH2:19][CH2:18][N:17]3[CH:30]=2)=[N:12][CH:11]=[N:10]1. Procedure details: Following the same procedure as for 133, 2-(1-(2,4-difluorophenyl)-1H-1,2,4-triazol-5-yl)-5,6-dihydrobenzo[f]imidazo[1,2-d][1,4]oxazepine-9-carboxylic acid (30 mg, 0.07 mmol) was reacted with 2M methylamine (0.06 mL) in THF to provide 174. LC/MS (ESI+): m/z 422 (M+H). 1H NMR (400 MHz, DMSO) δ 8.52 (t, J=9.7, 1H), 8.23 (s, 1H), 8.03 (s, 1H), 7.80-7.67 (m, 2H), 7.67-7.55 (m, 1H), 7.47-7.38 (m, 2H), 7.33 (t, J=8.4, 1H), 4.50 (d, J=7.7, 3H), 2.74 (t, J=17.2, 3H) RXN SMILES: [C:36](=[O:37])([O-:38])[O-:39].[CH2:1]([CH3:2])[O:3][C:4](=[O:5])[CH2:6][O:7][c:8]1[c:9]([C:10]([CH:11]=[CH:12][c:13]2[cH:14][cH:15][c:16]([CH2:19][CH2:20][CH2:21][CH2:22][CH2:23][CH3:24])[cH:17][cH:18]2)=[O:25])[cH:26][cH:27][c:28]([O:30][CH2:31][CH:32]=[C:33]([CH3:34])[CH3:35])[cH:29]1.[CH3:43][CH2:44][OH:45].[ClH:42].[K+:40].[K+:41].[OH2:46]>>[O:3]=[C:4]([OH:5])[CH2:6][O:7][c:8]1[c:9]([C:10]([CH:11]=[CH:12][c:13]2[cH:14][cH:15][c:16]([CH2:19][CH2:20][CH2:21][CH2:22][CH2:23][CH3:24])[cH:17][cH:18]2)=[O:25])[cH:26][cH:27][c:28]([O:30][CH2:31][CH:32]=[C:33]([CH3:34])[CH3:35])[cH:29]1. Yields the product CCCCCCc1ccc(C=CC(=O)c2ccc(OCC=C(C)C)cc2OCC(=O)O)cc1. Reactants: O=C([O-])[O-], CCCCCCc1ccc(C=CC(=O)c2ccc(OCC=C(C)C)cc2OCC(=O)OCC)cc1, CCO, Cl, [K+], [K+], O. Yields the product COC=1C=CC=C2C(=CC=NC12)N1CCN(CC1)CCN(C1CC=2C=CC=C(C2CC1)O)CCC (6-((2-(4-(8-methoxyquinolin-4-yl)piperazin-1-yl)ethyl)(propyl)amino)-5,6,7,8-tetrahydronaphthalen-1-ol). The reactants are N1(CCNCC1)CCN(C1CC=2C=CC=C(C2CC1)O)CCC ((−)-6-((2-(piperazin-1-yl)ethyl)(propyl)amino)-5,6,7,8-tetrahydronaphthalen-1-ol), ClC1=CC=NC2=C(C=CC=C12)OC (4-Chloro-8-methoxyquinoline). Reported procedure: This compound was prepared from 9b (0.668 g, 2.1 mmol) and 17 (0.4 g, 2.1 mmol) following the procedure I to get 18b as white wax (yield 0.76 g, 75%). 1H NMR (400 MHz, CDCl3) δ ppm 0.92-0.95 (t, 3H, J=6 Hz), 1.58-1.65 (m, 3H), 2.04-2.14 (m, 2H), 2.73-2.96 (m, 13H), 3.25 (bs, 4H), 3.48 (s, 1H), 4.04 (s, 3H), 6.57-6.59 (d, 1H, J=8 Hz), 6.66-6.68 (d, 1H, J=8 Hz), 6.86-6.87 (d, 1H, J=4 Hz), 6.92-6.96 (t, 1H, J=8 Hz), 6.99-7.01 (d, 1H, J=8 Hz), 7.37-7.41 (t, 1H, J=8 Hz), 7.54-7.56 (d, 1H, J=8 Hz), 8.... As a reaction SMILES: [N:1]1([CH2:7][CH2:8][N:9]([CH2:21][CH2:22][CH3:23])[CH:10]2[CH2:19][CH2:18][C:17]3[C:16]([OH:20])=[CH:15][CH:14]=[CH:13][C:12]=3[CH2:11]2)[CH2:6][CH2:5][NH:4][CH2:3][CH2:2]1.Cl[C:25]1[C:34]2[C:29](=[C:30]([O:35][CH3:36])[CH:31]=[CH:32][CH:33]=2)[N:28]=[CH:27][CH:26]=1>>[CH3:36][O:35][C:30]1[CH:31]=[CH:32][CH:33]=[C:34]2[C:29]=1[N:28]=[CH:27][CH:26]=[C:25]2[N:4]1[CH2:5][CH2:6][N:1]([CH2:7][CH2:8][N:9]([CH2:21][CH2:22][CH3:23])[CH:10]2[CH2:19][CH2:18][C:17]3[C:16]([OH:20])=[CH:15][CH:14]=[CH:13][C:12]=3[CH2:11]2)[CH2:2][CH2:3]1. Starting materials: CC(=O)NC1C(O)OC(CO)C(O)C1O, CCCCCCCC(=O)Cl, CN(C)C=O, c1ccncc1. The product is CCCCCCCC(=O)OCC1OC(O)C(NC(C)=O)C(O)C1O. RXN SMILES: [C:1]([CH3:2])(=[O:3])[NH:4][CH:5]1[CH:6]([OH:7])[O:8][CH:9]([CH2:14][OH:15])[CH:10]([OH:13])[CH:11]1[OH:12].[C:22]([CH2:23][CH2:24][CH2:25][CH2:26][CH2:27][CH2:28][CH3:29])(=[O:30])[Cl:31].[CH3:32][N:33]([CH3:34])[CH:35]=[O:36].[cH:16]1[cH:17][cH:18][n:19][cH:20][cH:21]1>>[C:1]([CH3:2])(=[O:3])[NH:4][CH:5]1[CH:6]([OH:7])[O:8][CH:9]([CH2:14][O:15][C:22]([CH2:23][CH2:24][CH2:25][CH2:26][CH2:27][CH2:28][CH3:29])=[O:30])[CH:10]([OH:13])[CH:11]1[OH:12].